From a dataset of the Open Reaction Database (ORD), a public repository of structured organic reaction records. describe an organic reaction: reactants, conditions, products, and yield The reactants are ClC1=NC=C(C(=N1)C)C (2-chloro-4,5-dimethylpyrimidine), OCC[C@@H]1[C@@H](C1)C1CCN(CC1)C(=O)OC(C)(C)C (rac cis-tert-Butyl 4-[2-(2-hydroxyethyl)cyclopropyl]piperidine-1-carboxylate). Run at temperature 90 celsius. The product is CC1=NC(=NC=C1C)N1CCC(CC1)C1C(C1)CCO (2-{2-[1-(4,5-dimethylpyrimidin-2-yl)piperidin-4-yl]cyclopropyl}ethanol). Reaction SMILES: Cl[C:2]1[N:7]=[C:6]([CH3:8])[C:5]([CH3:9])=[CH:4][N:3]=1.[OH:10][CH2:11][CH2:12][C@H:13]1[CH2:15][C@H:14]1[CH:16]1[CH2:21][CH2:20][N:19](C(OC(C)(C)C)=O)[CH2:18][CH2:17]1>>[CH3:8][C:6]1[C:5]([CH3:9])=[CH:4][N:3]=[C:2]([N:19]2[CH2:20][CH2:21][CH:16]([CH:14]3[CH2:15][CH:13]3[CH2:12][CH2:11][OH:10])[CH2:17][CH2:18]2)[N:7]=1. Procedure: The titled compound was prepared from 2-chloro-4,5-dimethylpyrimidine and rac cis-tert-Butyl 4-[2-(2-hydroxyethyl)cyclopropyl]piperidine-1-carboxylate by a procedure analogous to that described in Example 6, step 2, with the exception of reaction temperature and time. The reaction was heated at 90° C. for 2 h. Starting materials: Brc1ccccc1I, CCOCC, CN(C)C=O, CCCC[Sn](CCCC)(CCCC)c1c(OC(C)C)c(=O)c1=O, [I-], c1ccc(P(c2ccccc2)(c2ccccc2)[Pd](P(c2ccccc2)(c2ccccc2)c2ccccc2)(P(c2ccccc2)(c2ccccc2)c2ccccc2)P(c2ccccc2)(c2ccccc2)c2ccccc2)cc1. Yields the product CC(C)Oc1c(-c2ccccc2Br)c(=O)c1=O. RXN SMILES: [Br:24][c:25]1[c:26]([I:31])[cH:27][cH:28][cH:29][cH:30]1.[CH3:115][CH2:116][O:117][CH2:118][CH3:119].[CH3:32][N:33]([CH3:34])[CH:35]=[O:36].[CH:1]([CH3:2])([CH3:3])[O:4][c:5]1[c:6](=[O:23])[c:7](=[O:22])[c:8]1[Sn:9]([CH2:10][CH2:11][CH2:12][CH3:13])([CH2:14][CH2:15][CH2:16][CH3:17])[CH2:18][CH2:19][CH2:20][CH3:21].[I-:37].[cH:38]1[cH:39][cH:40][c:41]([P:42]([Pd:43]([P:44]([c:45]2[cH:46][cH:47][cH:48][cH:49][cH:50]2)([c:51]2[cH:52][cH:53][cH:54][cH:55][cH:56]2)[c:57]2[cH:58][cH:59][cH:60][cH:61][cH:62]2)([P:63]([c:64]2[cH:65][cH:66][cH:67][cH:68][cH:69]2)([c:70]2[cH:71][cH:72][cH:73][cH:74][cH:75]2)[c:76]2[cH:77][cH:78][cH:79][cH:80][cH:81]2)[P:82]([c:83]2[cH:84][cH:85][cH:86][cH:87][cH:88]2)([c:89]2[cH:90][cH:91][cH:92][cH:93][cH:94]2)[c:95]2[cH:96][cH:97][cH:98][cH:99][cH:100]2)([c:101]2[cH:102][cH:103][cH:104][cH:105][cH:106]2)[c:107]2[cH:108][cH:109][cH:110][cH:111][cH:112]2)[cH:113][cH:114]1>>[CH:1]([CH3:2])([CH3:3])[O:4][c:5]1[c:6](=[O:23])[c:7](=[O:22])[c:8]1-[c:26]1[c:25]([Br:24])[cH:30][cH:29][cH:28][cH:27]1. Reactants: Cn1cnnc1S(=O)(=O)Cc1ccc(C(=O)O)cc1, Cn1cnnc1S(=O)Cc1ccc(C(=O)O)cc1, Nc1ccc(Cl)c(-c2ccccn2)c1. The product is Cn1cnnc1S(=O)Cc1ccc(C(=O)Nc2ccc(Cl)c(-c3ccccn3)c2)cc1. As a reaction SMILES: [CH3:19][n:20]1[cH:21][n:22][n:23][c:24]1[S:25]([CH2:26][c:27]1[cH:28][cH:29][c:30]([C:31]([OH:32])=[O:33])[cH:34][cH:35]1)(=[O:36])=[O:37].[CH3:1][n:2]1[c:3]([S:7](=[O:8])[CH2:9][c:10]2[cH:11][cH:12][c:13]([C:14](=[O:15])[OH:16])[cH:17][cH:18]2)[n:4][n:5][cH:6]1.[Cl:38][c:39]1[c:40](-[c:46]2[n:47][cH:48][cH:49][cH:50][cH:51]2)[cH:41][c:42]([NH2:43])[cH:44][cH:45]1>>[CH3:1][n:2]1[c:3]([S:7](=[O:8])[CH2:9][c:10]2[cH:11][cH:12][c:13]([C:14](=[O:16])[NH:43][c:42]3[cH:41][c:40](-[c:46]4[n:47][cH:48][cH:49][cH:50][cH:51]4)[c:39]([Cl:38])[cH:45][cH:44]3)[cH:17][cH:18]2)[n:4][n:5][cH:6]1. The reactants are CCC(=O)c1cc(C)nc(Oc2c(C)cc(C)cc2C)c1C, CC(=O)[O-], CCO, Cl, NO, [Na+]. Yields the product CCC(=NO)c1cc(C)nc(Oc2c(C)cc(C)cc2C)c1C. RXN SMILES: [CH3:1][c:2]1[c:3]([O:13][c:14]2[c:15]([CH3:22])[cH:16][c:17]([CH3:21])[cH:18][c:19]2[CH3:20])[n:4][c:5]([CH3:12])[cH:6][c:7]1[C:8]([CH2:9][CH3:10])=[O:11].[CH3:27][C:28](=[O:29])[O-:30].[CH3:31][CH2:32][OH:33].[ClH:23].[NH2:24][OH:25].[Na+:26]>>[CH3:1][c:2]1[c:3]([O:13][c:14]2[c:15]([CH3:22])[cH:16][c:17]([CH3:21])[cH:18][c:19]2[CH3:20])[n:4][c:5]([CH3:12])[cH:6][c:7]1[C:8]([CH2:9][CH3:10])=[N:24][OH:25]. Conditions: time 2 hour. Reported procedure: To the tetrahydrofuran solution of (2R)-2-amino-4-methyl-N-[2-oxo-8-(2-oxopyrrolidin-1-yl)-1-(thiophen-3-ylmethyl)-1,2,3,4-tetrahydroquinolin-3-yl]pentanamide were sequentially added 2-(tert-butoxycarbonylamino)-2-methylpropanoic acid (20.4 g), 1-hydroxybenzotriazole (15.3 g), and 1-ethyl-3-(3-dimethylaminopropyl)carbodiimide hydrochloride (19.2 g) under cooling on ice, and the mixture was stirred at room temperature for two hours. Saturated aqueous sodium chloride solution was added to the resu... Starting materials: N[C@@H](C(=O)NC1C(N(C2=C(C=CC=C2C1)N1C(CCC1)=O)CC1=CSC=C1)=O)CC(C)C ((2R)-2-amino-4-methyl-N-[2-oxo-8-(2-oxopyrrolidin-1-yl)-1-(thiophen-3-ylmethyl)-1,2,3,4-tetrahydroquinolin-3-yl]pentanamide), Cl.C(C)N=C=NCCCN(C)C (1-ethyl-3-(3-dimethylaminopropyl)carbodiimide hydrochloride), C(C)(C)(C)OC(=O)NC(C(=O)O)(C)C (2-(tert-butoxycarbonylamino)-2-methylpropanoic acid), ON1N=NC2=C1C=CC=C2 (1-hydroxybenzotriazole), [Cl-].[Na+] (sodium chloride), resultant mixture. The product is CC(C(=O)N[C@@H](C(NC1C(N(C2=C(C=CC=C2C1)N1C(CCC1)=O)CC1=CSC=C1)=O)=O)CC(C)C)(C)NC(OC(C)(C)C)=O (tert-butyl 2-methyl-1-[(2R)-4-methyl-1-oxo-1-[2-oxo-8-(2-oxopyrrolidin-1-yl)-1-(thiophen-3-ylmethyl)-1,2,3,4-tetrahydroquinolin-3-ylamino]pentan-2-ylamino]-1-oxopropan-2-ylcarbamate). The solvent is O1CCCC1 (tetrahydrofuran). As a reaction SMILES: [NH2:1][C@H:2]([CH2:29][CH:30]([CH3:32])[CH3:31])[C:3]([NH:5][CH:6]1[CH2:15][C:14]2[C:9](=[C:10]([N:16]3[CH2:20][CH2:19][CH2:18][C:17]3=[O:21])[CH:11]=[CH:12][CH:13]=2)[N:8]([CH2:22][C:23]2[CH:27]=[CH:26][S:25][CH:24]=2)[C:7]1=[O:28])=[O:4].[C:33]([O:37][C:38]([NH:40][C:41]([CH3:46])([CH3:45])[C:42](O)=[O:43])=[O:39])([CH3:36])([CH3:35])[CH3:34].ON1C2C=CC=CC=2N=N1.Cl.C(N=C=NCCCN(C)C)C.[Cl-].[Na+]>O1CCCC1>[CH3:46][C:41]([NH:40][C:38](=[O:39])[O:37][C:33]([CH3:36])([CH3:35])[CH3:34])([CH3:45])[C:42]([NH:1][C@H:2]([CH2:29][CH:30]([CH3:32])[CH3:31])[C:3](=[O:4])[NH:5][CH:6]1[CH2:15][C:14]2[C:9](=[C:10]([N:16]3[CH2:20][CH2:19][CH2:18][C:17]3=[O:21])[CH:11]=[CH:12][CH:13]=2)[N:8]([CH2:22][C:23]2[CH:27]=[CH:26][S:25][CH:24]=2)[C:7]1=[O:28])=[O:43] |f:3.4,5.6|. Starting materials: C1(=CC=CC=C1)C(N1C=NC(=C1)CCC#CCCC1CCCCC1)(C1=CC=CC=C1)C1=CC=CC=C1 (1-[1-Triphenylmethyl-1H-imidazol-4-yl]-6-cyclohexyl-3-hexyne), N1=CC=CC2=CC=CC=C12 (quinoline). Reagents/catalysts: [Pd].CC(=O)[O-].CC(=O)[O-].[Pb+2] (Lindlar catalyst). Solvent: C(C)(=O)OCC (ethyl acetate). Run at time 48 hour. Product: C1(=CC=CC=C1)C(N1C=NC(=C1)CC\C=C/CCC1CCCCC1)(C1=CC=CC=C1)C1=CC=CC=C1 (1-[1-triphenylmethyl-1H-imidazol-4-yl]-6-cyclohexyl-cis-3-hexene). The yield is 101.6%. Reaction SMILES: [C:1]1([C:7]([C:31]2[CH:36]=[CH:35][CH:34]=[CH:33][CH:32]=2)([C:25]2[CH:30]=[CH:29][CH:28]=[CH:27][CH:26]=2)[N:8]2[CH:12]=[C:11]([CH2:13][CH2:14][C:15]#[C:16][CH2:17][CH2:18][CH:19]3[CH2:24][CH2:23][CH2:22][CH2:21][CH2:20]3)[N:10]=[CH:9]2)[CH:6]=[CH:5][CH:4]=[CH:3][CH:2]=1.N1C2C(=CC=CC=2)C=CC=1>C(OCC)(=O)C.[Pd].CC([O-])=O.CC([O-])=O.[Pb+2]>[C:31]1([C:7]([C:1]2[CH:2]=[CH:3][CH:4]=[CH:5][CH:6]=2)([C:25]2[CH:26]=[CH:27][CH:28]=[CH:29][CH:30]=2)[N:8]2[CH:12]=[C:11]([CH2:13][CH2:14]/[CH:15]=[CH:16]\[CH2:17][CH2:18][CH:19]3[CH2:20][CH2:21][CH2:22][CH2:23][CH2:24]3)[N:10]=[CH:9]2)[CH:36]=[CH:35][CH:34]=[CH:33][CH:32]=1 |f:3.4.5.6|. Reported procedure: 1-[1-Triphenylmethyl-1H-imidazol-4-yl]-6-cyclohexyl-3-hexyne (6.8 g, 0.014 mol) was dissolved in dry ethyl acetate (100 ml). Lindlar catalyst (5%, 1.8 g Pd on CaCO3 poisoned with lead) and 15 mgs of quinoline were added. H2 was added to the reaction flask via a balloon. The reaction flask was evacuated and then refilled with H2 gas from the balloon 3 times. The reaction was left to stir at room temperature under the presence of H2 (1 atm) for 48 hours. The H2 gas was removed and the reaction mix...